This data is from the Open Reaction Database (ORD), a public repository of structured organic reaction records. The task is: describe an organic reaction: reactants, conditions, products, and yield Starting materials: BrC1=CC=C(C=C1)C1=C(C(=NO1)C)C1OC1 (5-(4-bromo-phenyl)-3-methyl-4-oxiranyl-isoxazole), C(C1=CC=CC=C1)S (benzyl mercaptan). Yields the product C(C1=CC=CC=C1)SCC(O)C=1C(=NOC1C1=CC=C(C=C1)Br)C (2-Benzylsulfanyl-1-[5-(4-bromo-phenyl)-3-methyl-isoxazol-4-yl]-ethanol). Reaction SMILES: [Br:1][C:2]1[CH:7]=[CH:6][C:5]([C:8]2[O:12][N:11]=[C:10]([CH3:13])[C:9]=2[CH:14]2[CH2:16][O:15]2)=[CH:4][CH:3]=1.[CH2:17]([SH:24])[C:18]1[CH:23]=[CH:22][CH:21]=[CH:20][CH:19]=1>>[CH2:17]([S:24][CH2:16][CH:14]([C:9]1[C:10]([CH3:13])=[N:11][O:12][C:8]=1[C:5]1[CH:6]=[CH:7][C:2]([Br:1])=[CH:3][CH:4]=1)[OH:15])[C:18]1[CH:23]=[CH:22][CH:21]=[CH:20][CH:19]=1. Procedure details: Prepared according to the procedure described in Example 167, Step 1, using 5-(4-bromo-phenyl)-3-methyl-4-oxiranyl-isoxazole and benzyl mercaptan. Reactants: [N+](=O)([O-])C1=CC2=C(NC(=N2)S(=O)C2=C(C=CC=C2)N(C)C)C=C1 (2-(5-Nitro-1H-benzimidazol-2-yl sulphinyl)-N,N-dimethylbenzenamine). The reagents and catalysts are O=[Pt]=O (platinium oxide). The solvent is C(C)O (ethanol). Run at time 3 day. Yields the product NC1=CC2=C(NC(=N2)S(=O)C2=C(C=CC=C2)N(C)C)C=C1 (2-(5-Amino-1H-benzimidazol-2-yl sulphinyl)-N,N-dimethyl benzenamine). As a reaction SMILES: [N+:1]([C:4]1[CH:23]=[CH:22][C:7]2[NH:8][C:9]([S:11]([C:13]3[CH:18]=[CH:17][CH:16]=[CH:15][C:14]=3[N:19]([CH3:21])[CH3:20])=[O:12])=[N:10][C:6]=2[CH:5]=1)([O-])=O>C(O)C.O=[Pt]=O>[NH2:1][C:4]1[CH:23]=[CH:22][C:7]2[NH:8][C:9]([S:11]([C:13]3[CH:18]=[CH:17][CH:16]=[CH:15][C:14]=3[N:19]([CH3:20])[CH3:21])=[O:12])=[N:10][C:6]=2[CH:5]=1. Procedure details: 2-(5-Nitro-1H-benzimidazol-2-yl sulphinyl)-N,N-dimethylbenzenamine (3 g) was suspended in ethanol (300 ml), and hydrogenated at 1 atmosphere at room temperature, using platinium oxide as catalyst, for 3 days.